Dataset: the Open Reaction Database (ORD), a public repository of structured organic reaction records. Task: describe an organic reaction: reactants, conditions, products, and yield The reactants are CCOC(=O)c1cnn(C)c1C(=O)O, CCCP(=O)(O)O, CCN(C(C)C)C(C)C, Nc1ccn2nc(N3CCCC3)nc2c1, C1CCOC1. Yields the product CCOC(=O)c1cnn(C)c1C(=O)Nc1ccn2nc(N3CCCC3)nc2c1. As a reaction SMILES: [CH2:16]([CH3:17])[O:18][C:19](=[O:20])[c:21]1[cH:22][n:23][n:24]([CH3:29])[c:25]1[C:26](=[O:27])[OH:28].[CH2:30]([P:31]([OH:32])([OH:33])=[O:34])[CH2:35][CH3:36].[CH:37]([N:38]([CH2:39][CH3:40])[CH:41]([CH3:42])[CH3:43])([CH3:44])[CH3:45].[N:1]1([c:6]2[n:7][n:8]3[c:9]([cH:10][c:11]([NH2:14])[cH:12][cH:13]3)[n:15]2)[CH2:2][CH2:3][CH2:4][CH2:5]1.[O:46]1[CH2:47][CH2:48][CH2:49][CH2:50]1>>[N:1]1([c:6]2[n:7][n:8]3[c:9]([cH:10][c:11]([NH:14][C:26]([c:25]4[c:21]([C:19]([O:18][CH2:16][CH3:17])=[O:20])[cH:22][n:23][n:24]4[CH3:29])=[O:27])[cH:12][cH:13]3)[n:15]2)[CH2:2][CH2:3][CH2:4][CH2:5]1. The reactants are C(=O)(OC(C)(C)C)N[C@@H](C)C(=O)O (Boc-L-alanine), CN1CCOCC1 (N-methylmorpholine), C(C(C)C)OC(=O)Cl (isobutylchloroformate), Cl.C(C1=CC=CC=C1)OC([C@H]1NCCC1)=O (L-proline benzyl ester hydrochloride), CN1CCOCC1 (N-methylmorpholine). Run in O1CCCC1 (tetrahydrofuran), C(Cl)(Cl)Cl (chloroform). Conditions: temperature -15 celsius, time 8 hour. Product: C(C1=CC=CC=C1)OC([C@H]1N(CCC1)C([C@@H](NC(=O)OC(C)(C)C)C)=O)=O (Boc-L-alanyl-L-proline benzyl ester). As a reaction SMILES: [C:1]([NH:8][C@H:9]([C:11]([OH:13])=O)[CH3:10])([O:3][C:4]([CH3:7])([CH3:6])[CH3:5])=[O:2].CN1CCOCC1.C(OC(Cl)=O)C(C)C.Cl.[CH2:30]([O:37][C:38](=[O:44])[C@@H:39]1[CH2:43][CH2:42][CH2:41][NH:40]1)[C:31]1[CH:36]=[CH:35][CH:34]=[CH:33][CH:32]=1>O1CCCC1.C(Cl)(Cl)Cl>[CH2:30]([O:37][C:38](=[O:44])[C@@H:39]1[CH2:43][CH2:42][CH2:41][N:40]1[C:11](=[O:13])[C@H:9]([CH3:10])[NH:8][C:1]([O:3][C:4]([CH3:5])([CH3:6])[CH3:7])=[O:2])[C:31]1[CH:32]=[CH:33][CH:34]=[CH:35][CH:36]=1 |f:3.4|. Procedure details: Boc-L-alanine (19.5 g, 0.10 mol) was dissolved in dry tetrahydrofuran (90 ml) under an argon atmosphere in a flask fitted with an overhead stirrer and an internal thermometer. The solution was cooled to -15° C. and N-methylmorpholine (11.4 ml, 0.10 mol) was added followed by isobutylchloroformate (13.4 ml, 0.10 mol) at such a rate as to maintain the internal reaction temperature at -10° to -15° C. Five minutes after the addition was completed, a solution of L-proline benzyl ester hydrochloride (... RXN SMILES: [CH2:1]([C:7](=[CH:10][C:11]1[CH:16]=[CH:15][CH:14]=[CH:13][CH:12]=1)[CH:8]=[O:9])[CH2:2][CH2:3][CH2:4][CH2:5][CH3:6].C(OCC)(OCC)OCC.[C:27]([C@@H:32]([C@H:34]([C:36]([O:38][CH2:39][CH3:40])=[O:37])[OH:35])O)([O:29][CH2:30][CH3:31])=[O:28]>C1(C)C=CC=CC=1.C1(C)C=CC(S(O)(=O)=O)=CC=1>[CH:10](=[C:7]([CH:8]1[O:35][C@@H:34]([C:36]([O:38][CH2:39][CH3:40])=[O:37])[C@H:32]([C:27]([O:29][CH2:30][CH3:31])=[O:28])[O:9]1)[CH2:1][CH2:2][CH2:3][CH2:4][CH2:5][CH3:6])[C:11]1[CH:12]=[CH:13][CH:14]=[CH:15][CH:16]=1. Reagents/catalysts: C1(=CC=C(C=C1)S(=O)(=O)O)C (p-toluene sulfonic acid). The reactants are C(CCCCC)C(C=O)=CC1=CC=CC=C1 (α-hexylcinnamaldehyde), C(OCC)(OCC)OCC (triethyl orthoformate), C(=O)(OCC)[C@H](O)[C@@H](O)C(=O)OCC (diethyl L-tartrate). Procedure details: A solution of α-hexylcinnamaldehyde (62.19 g, 0.288 mole), triethyl orthoformate (42.61 g, 0.288 mole), diethyl L-tartrate (51.5 g, 0.25 mole) in toluene (180 ml) containing p-toluene sulfonic acid (0.8 g) was refluxed for 1 hour. About 100 ml of ethanol-toluene mixture was distilled over a period of 2 hours, and after cooling the remaining solvent was removed on a rotary evaporator. The residue was dissolved in toluene (200 ml) and the solution was washed with aqueous NaHCO3 and then with water... Product: C(C1=CC=CC=C1)=C(CCCCCC)C1O[C@H]([C@@H](O1)C(=O)OCC)C(=O)OCC ((4R,5R)-Diethyl 2-(1-benzylideneheptyl)-1,3-dioxolane-4,5-dicarboxylate). Yield: 108.9%. Run in C1(=CC=CC=C1)C (toluene). The reactants are [OH-].[Na+] (Sodium hydroxide), C(C)(=O)OC=1C=C(C=CC1OCC1=CC=CC=C1)C#CC1(OC2=C(CC1)C(=C(C(=C2C)C)O)C)C (rac-2-{[3-acetyloxy-4-(phenylmethoxy)phenyl]ethynyl}-3,4-dihydro-2,5,7,8-tetramethyl-2H-1-benzopyran-6-ol), C(C)(=O)O (acetic acid). Solvent: CO (methanol). Reaction conditions: time 1.5 hour. The product is OC=1C=C(C=CC1OCC1=CC=CC=C1)C#CC1(OC2=C(CC1)C(=C(C(=C2C)C)O)C)C (rac-3,4-Dihydro-2-{[3-hydroxy-4-(phenylmethoxy)phenyl]ethynyl}-2,5,7,8-tetramethyl-2H-1-benzopyran-6-ol). RXN SMILES: [OH-].[Na+].C([O:6][C:7]1[CH:8]=[C:9]([C:21]#[C:22][C:23]2([CH3:37])[CH2:28][CH2:27][C:26]3[C:29]([CH3:36])=[C:30]([OH:35])[C:31]([CH3:34])=[C:32]([CH3:33])[C:25]=3[O:24]2)[CH:10]=[CH:11][C:12]=1[O:13][CH2:14][C:15]1[CH:20]=[CH:19][CH:18]=[CH:17][CH:16]=1)(=O)C.C(O)(=O)C>CO>[OH:6][C:7]1[CH:8]=[C:9]([C:21]#[C:22][C:23]2([CH3:37])[CH2:28][CH2:27][C:26]3[C:29]([CH3:36])=[C:30]([OH:35])[C:31]([CH3:34])=[C:32]([CH3:33])[C:25]=3[O:24]2)[CH:10]=[CH:11][C:12]=1[O:13][CH2:14][C:15]1[CH:16]=[CH:17][CH:18]=[CH:19][CH:20]=1 |f:0.1|. Procedure details: Sodium hydroxide, 0.12 g (3 mmol), was added to a solution of 0.47 g (1 mmol) of rac-2-{[3-acetyloxy-4-(phenylmethoxy)phenyl]ethynyl}-3,4-dihydro-2,5,7,8-tetramethyl-2H-1-benzopyran-6-ol in 10 ml of methanol. The mixture was stirred under argon for 1.5 hours and was then acidified with glacial acetic acid and partitioned between methylene chloride and saturated aqueous sodium bicarbonate solution. The methylene chloride layer was separated, dried and passed over a pad of silica gel. The filtrate...